Dataset: the Open Reaction Database (ORD), a public repository of structured organic reaction records. Task: describe an organic reaction: reactants, conditions, products, and yield Reactants: IC1=CC(=CC(=C1)C)C (1-iodo-3,5-dimethylbenzene), N1N=CN=C1 (1H-1,2,4-triazole), CNC1C(CCCC1)NC (N1,N2-dimethylcyclohexane-1,2-diamine), C(=O)([O-])[O-].[K+].[K+] (K2CO3). The reagents and catalysts are [Cu]I (CuI). Solvent: CN(C)C=O (DMF). Product: CC=1C=C(C=C(C1)C)N1N=CN=C1 (1-(3,5-dimethylphenyl)-1H-1,2,4-triazole). The yield is 80.4%. RXN SMILES: I[C:2]1[CH:7]=[C:6]([CH3:8])[CH:5]=[C:4]([CH3:9])[CH:3]=1.[NH:10]1[CH:14]=[N:13][CH:12]=[N:11]1.CNC1CCCCC1NC.C([O-])([O-])=O.[K+].[K+]>CN(C=O)C.[Cu]I>[CH3:9][C:4]1[CH:3]=[C:2]([N:10]2[CH:14]=[N:13][CH:12]=[N:11]2)[CH:7]=[C:6]([CH3:8])[CH:5]=1 |f:3.4.5|. Reported procedure: A solution of 1-iodo-3,5-dimethylbenzene (6.25 mL, 43.1 mmol), 1H-1,2,4-triazole (5.95 g, 86 mmol), CuI (0.410 g, 2.155 mmol), N1,N2-dimethylcyclohexane-1,2-diamine (0.681 mL, 4.31 mmol) and K2CO3 (21.04 g, 99 mmol) in DMF (200 mL) was heated at 140° C. overnight. After cooling to room temperature, it was filtered through a short plug of Celite®. Upon evaporation of the solvent, the residue was purified by column chromatography on silica gel with DCM/EtOAc (4/1) (v/v) as eluent to yield 1-(3,5-d...